From a dataset of the Open Reaction Database (ORD), a public repository of structured organic reaction records. describe an organic reaction: reactants, conditions, products, and yield Starting materials: C(=O)(O)[O-].[Na+] (NaHCO3), C(Cl)Cl (CH2Cl2), [Si](C)(C)(C(C)(C)C)O[C@@H]1CCN2C(N(C([C@]21C)=O)C2=C(C(=C(C#N)C=C2)Cl)C)=O ((7R,7aR)-4-[7-(tert-Butyldimethylsilanyloxy)-7a-methyl-1,3-dioxotetrahydropyrrolo[1,2-c]imidazol-2-yl]-2-chloro-3-methyl-benzonitrile). Solvent: C1CCOC1 (THF). Run at temperature 0 celsius, time 8 hour. The product is ClC1=C(C#N)C=CC(=C1C)N1C(N2[C@@](C1=O)([C@@H](CC2)O)C)=O ((7R,7aR)-2-Chloro-4-(7-hydroxy-7a-methyl-1,3-dioxotetrahydropyrrolo[1,2-c]imidazol-2-yl)-3-methylbenzonitrile). The yield is 71.5%. As a reaction SMILES: [Si]([O:8][C@H:9]1[C@@:16]2([CH3:17])[N:12]([C:13](=[O:29])[N:14]([C:19]3[CH:26]=[CH:25][C:22]([C:23]#[N:24])=[C:21]([Cl:27])[C:20]=3[CH3:28])[C:15]2=[O:18])[CH2:11][CH2:10]1)(C(C)(C)C)(C)C.C([O-])(O)=O.[Na+].C(Cl)Cl>C1COCC1>[Cl:27][C:21]1[C:20]([CH3:28])=[C:19]([N:14]2[C:15](=[O:18])[C@@:16]3([CH3:17])[C@H:9]([OH:8])[CH2:10][CH2:11][N:12]3[C:13]2=[O:29])[CH:26]=[CH:25][C:22]=1[C:23]#[N:24] |f:1.2|. Reported procedure: A solution of (7R,7aR)-4-[7-(tert-Butyldimethylsilanyloxy)-7a-methyl-1,3-dioxotetrahydropyrrolo[1,2-c]imidazol-2-yl]-2-chloro-3-methylbenzonitrile (60B) (32 mg, 0.07 mmol) in THF (2 mL) in a plastic vial was cooled to 0° C. HF/pyridine complex (0.12 mL) was added and the reaction was stirred at 0° C. for 1 h and at rt overnight. Saturated aqueous NaHCO3 and CH2Cl2 were added. The layers were separated and the organic layer was concentrated under reduced pressure. The residue was purified via chr... The reactants are NC(C1=CC(=C(C=C1)OC)C12CC3CC(CC(C1)C3)C2)=NC2=CC=C(C(=O)OCC=C)C=C2 (allyl 4-[α-amino-3-(1-adamantyl)-4-methoxybenzylideneamino]benzoate). Solvent: CO (methanol), CO (methanol). Product: NC(C1=CC(=C(C=C1)OC)C(C)(C)C)=NC1=CC=C(C(=O)O)C=C1 (4-(α-amino-3-tert.butyl-4-methoxybenzylideneamino)benzoic acid). Isolated yield 78.0%. RXN SMILES: [NH2:1][C:2](=[N:21][C:22]1[CH:33]=[CH:32][C:25]([C:26]([O:28]CC=C)=[O:27])=[CH:24][CH:23]=1)[C:3]1[CH:8]=[CH:7][C:6]([O:9][CH3:10])=[C:5]([C:11]23[CH2:20]C4CC(CC(C4)[CH2:12]2)[CH2:18]3)[CH:4]=1>CO>[NH2:1][C:2](=[N:21][C:22]1[CH:23]=[CH:24][C:25]([C:26]([OH:28])=[O:27])=[CH:32][CH:33]=1)[C:3]1[CH:8]=[CH:7][C:6]([O:9][CH3:10])=[C:5]([C:11]([CH3:20])([CH3:12])[CH3:18])[CH:4]=1. Procedure details: In a round bottom flask, there are introduced 300 mg (0.82 mmole) of the derivative obtained above in (c), 180 mg (4.5 mmoles) of soda and 10 ml of methanol. After 24 hours of reaction at reflux of the methanol, the mixture is evaporated and the remainder is taken up in water. The reaction mixture is neutralized to pH 5-6 by acetic acid. The resulting precipitate is filtered, washed with demineralized water and then dried for 48 hours at 80° C. 210 mg (78%) of the expected acid whose melting poi... Reactants: O=C([O-])O, CC(=O)O, Cc1ccccc1, CN1CCc2c(N)ccc(Cl)c2CC1, N#C[K], O=N[O-], [Na+], [Na+], [Na+], [OH-], O, O, O, O, O, O, O=S(=O)(O)O, O=S(=O)(O)O. Product: CN1CCc2c(Cl)ccc(C#N)c2CC1. As a reaction SMILES: [C:37](=[O:38])([OH:39])[O-:40].[CH3:44][C:45](=[O:46])[OH:47].[CH3:49][c:50]1[cH:51][cH:52][cH:53][cH:54][cH:55]1.[Cl:1][c:2]1[cH:3][cH:4][c:5]([NH2:14])[c:6]2[c:7]1[CH2:8][CH2:9][N:10]([CH3:13])[CH2:11][CH2:12]2.[K:34][C:35]#[N:36].[N:20]([O-:21])=[O:22].[Na+:23].[Na+:41].[Na+:43].[OH-:42].[OH2:24].[OH2:25].[OH2:26].[OH2:27].[OH2:28].[OH2:48].[S:15](=[O:16])(=[O:17])([OH:18])[OH:19].[S:29]([OH:30])([OH:31])(=[O:32])=[O:33]>>[Cl:1][c:2]1[cH:3][cH:4][c:5]([C:35]#[N:36])[c:6]2[c:7]1[CH2:8][CH2:9][N:10]([CH3:13])[CH2:11][CH2:12]2. Reactants: O[C@@H](CNCCCCCCCOCCCC=1C=C(C=CC1)S(=O)(=O)N)C1=CC(=C(C=C1)O)CO (3-(3-{[7-({(2R)-2-Hydroxy-2-[4-hydroxy-3-(hydroxymethyl)phenyl]ethyl}amino)heptyl]oxy}propyl)benzenesulfonamide), C1=C(C=CC2=CC=CC=C12)/C=C/C(=O)O ((E)-3-(napthalen-2-yl)-2-propenoic acid). Solvent: C(C)O (ethanol). Product: C1=C(C=CC2=CC=CC=C12)/C=C/C(=O)O.O[C@@H](CNCCCCCCCOCCCC=1C=C(C=CC1)S(=O)(=O)N)C1=CC(=C(C=C1)O)CO (3-(3-{[7-({(2R)-2-Hydroxy-2-[4-hydroxy-3-(hydroxymethyl)phenyl]ethyl}amino)heptyl]oxy}propyl)benzenesulfonamide (E)-3-(napthalen-2-yl)-2-propenoate). As a reaction SMILES: [OH:1][C@H:2]([C:26]1[CH:31]=[CH:30][C:29]([OH:32])=[C:28]([CH2:33][OH:34])[CH:27]=1)[CH2:3][NH:4][CH2:5][CH2:6][CH2:7][CH2:8][CH2:9][CH2:10][CH2:11][O:12][CH2:13][CH2:14][CH2:15][C:16]1[CH:17]=[C:18]([S:22]([NH2:25])(=[O:24])=[O:23])[CH:19]=[CH:20][CH:21]=1.[CH:35]1[C:44]2[C:39](=[CH:40][CH:41]=[CH:42][CH:43]=2)[CH:38]=[CH:37][C:36]=1/[CH:45]=[CH:46]/[C:47]([OH:49])=[O:48]>C(O)C>[CH:35]1[C:44]2[C:39](=[CH:40][CH:41]=[CH:42][CH:43]=2)[CH:38]=[CH:37][C:36]=1/[CH:45]=[CH:46]/[C:47]([OH:49])=[O:48].[OH:1][C@H:2]([C:26]1[CH:31]=[CH:30][C:29]([OH:32])=[C:28]([CH2:33][OH:34])[CH:27]=1)[CH2:3][NH:4][CH2:5][CH2:6][CH2:7][CH2:8][CH2:9][CH2:10][CH2:11][O:12][CH2:13][CH2:14][CH2:15][C:16]1[CH:17]=[C:18]([S:22]([NH2:25])(=[O:24])=[O:23])[CH:19]=[CH:20][CH:21]=1 |f:3.4|. Procedure: 3-(3-{[7-({(2R)-2-Hydroxy-2-[4-hydroxy-3-(hydroxymethyl)phenyl]ethyl}amino)heptyl]oxy}propyl)benzenesulfonamide (1 g) was taken up in ethanol (6 ml) at room temperature with stirring and (E)-3-(napthalen-2-yl)-2-propenoic acid (0.39 g) added. The mixture was heated to ca 60° C. until a solution formed. The solution was cooled to room temperature and seed crystals of the title compound added. The mixture was aged for 65 h, the product filtered, washed with ethanol (1 ml) and dried to give the tit... Yields the product COC(=O)C1CC(OC(=O)c2ccccc2)C(=O)C2C1(C)CCC1C(=O)OC(c3ccoc3)CC12C. Starting materials: O=C(Cl)c1ccccc1, COC(=O)C1CC(O)C(=O)C2C1(C)CCC1C(=O)OC(c3ccoc3)CC12C, CO, CN(C)c1ccncc1, ClCCl. As a reaction SMILES: [C:29]([c:30]1[cH:31][cH:32][cH:33][cH:34][cH:35]1)(=[O:36])[Cl:37].[CH3:1][O:2][C:3](=[O:4])[CH:5]1[C:6]2([CH3:28])[CH2:7][CH2:8][CH:9]3[C:10](=[O:27])[O:11][CH:12]([c:22]4[cH:23][o:24][cH:25][cH:26]4)[CH2:13][C:14]3([CH3:21])[CH:15]2[C:16](=[O:20])[CH:17]([OH:19])[CH2:18]1.[CH3:38][OH:39].[CH3:40][N:41]([c:42]1[cH:43][cH:44][n:45][cH:46][cH:47]1)[CH3:48].[Cl:49][CH2:50][Cl:51]>>[CH3:1][O:2][C:3](=[O:4])[CH:5]1[C:6]2([CH3:28])[CH2:7][CH2:8][CH:9]3[C:10](=[O:27])[O:11][CH:12]([c:22]4[cH:23][o:24][cH:25][cH:26]4)[CH2:13][C:14]3([CH3:21])[CH:15]2[C:16](=[O:20])[CH:17]([O:19][C:29]([c:30]2[cH:31][cH:32][cH:33][cH:34][cH:35]2)=[O:36])[CH2:18]1. Starting materials: C(C)(C)NC(=O)C1=CN(C2=NC=CC=C2C1=O)C1=CC(=CC=C1)Br (N-isopropyl-1-(3-bromophenyl)-1,4-dihydro[1,8]naphthyridin-4-one-3-carboxamide), N1=CC=C(C=C1)B(O)O (4-pyridineboronic acid), C(C)(=O)C=1C=C(C=CC1)B(O)O (3-acetylphenylboronic acid). The product is C1(CC1)NC(=O)C1=CN(C2=NC=CC=C2C1=O)C1=CC(=CC=C1)C1=CC=NC=C1 (N-Cyclopropyl-1-[3-(pyridin-4-yl)phenyl]-1,4-dihydro[1,8]naphthyridin-4-one-3-carboxamide). As a reaction SMILES: [CH:1]([NH:4][C:5]([C:7]1[C:16](=[O:17])[C:15]2[C:10](=[N:11][CH:12]=[CH:13][CH:14]=2)[N:9]([C:18]2[CH:23]=[CH:22][CH:21]=[C:20](Br)[CH:19]=2)[CH:8]=1)=[O:6])([CH3:3])[CH3:2].[N:25]1[CH:30]=[CH:29][C:28](B(O)O)=[CH:27][CH:26]=1.C(C1C=C(B(O)O)C=CC=1)(=O)C>>[CH:1]1([NH:4][C:5]([C:7]2[C:16](=[O:17])[C:15]3[C:10](=[N:11][CH:12]=[CH:13][CH:14]=3)[N:9]([C:18]3[CH:23]=[CH:22][CH:21]=[C:20]([C:28]4[CH:29]=[CH:30][N:25]=[CH:26][CH:27]=4)[CH:19]=3)[CH:8]=2)=[O:6])[CH2:3][CH2:2]1. Procedure details: Following the procedure of Step 5 of Example 1 but substituting N-cyclopropyl-1-(3-bromophenyl)-1,4-dihydro[1,8]naphthyridin-4-one-3-carboxamide for N-isopropyl-1-(3-bromophenyl)-1,4-dihydro[1,8]naphthyridin-4-one-3-carboxamide and 4-pyridineboronic acid for 3-acetylphenylboronic acid was obtained as a white solid. Starting materials: C(C)(C)(C)O[C@H](C(=O)OCC)C1=C2N3CCC(OCCCC[C@@H](OC=4C=5C=CC=CC5C=CC4COCC4=NN2C(N=C1C)=C4)C)(CC3)C (ethyl (2S)-2-(tert-butoxy)-2-[(24S)-4,24,30-trimethyl-11,23,29-trioxa-1,5,7,8-tetraazahexacyclo[28.2.2.16,9.02,7.013,22.016,21]pentatriaconta-2,4,6(35),8,13(22),14,16(21),17,19-nonaen-3-yl]acetate), [OH-].[Na+] (NaOH). Solvent: CCO (EtOH). Product: C(C)(C)(C)O[C@H](C(=O)O)C1=C2N3CCC(OCCCC[C@@H](OC=4C=5C=CC=CC5C=CC4COCC4=NN2C(N=C1C)=C4)C)(CC3)C ((2S)-2-(tert-butoxy)-2-[(24S)-4,24,30-trimethyl-11,23,29-trioxa-1,5,7,8-tetraazahexacyclo[28.2.2.16,9.02,7.013,22.016,21]pentatriaconta-2,4,6(35),8,13(22),14,16(21),17,19-nonaen-3-yl]acetic acid). The yield is 65.7%. Reaction SMILES: [C:1]([O:5][C@@H:6]([C:12]1[C:43]([CH3:44])=[N:42][C:41]2=[CH:45][C:38]3=[N:39][N:40]2[C:13]=1[N:14]1[CH2:48][CH2:47][C:17]([CH3:49])([O:18][CH2:19][CH2:20][CH2:21][CH2:22][C@H:23]([CH3:46])[O:24][C:25]2[C:26]4[CH:27]=[CH:28][CH:29]=[CH:30][C:31]=4[CH:32]=[CH:33][C:34]=2[CH2:35][O:36][CH2:37]3)[CH2:16][CH2:15]1)[C:7]([O:9]CC)=[O:8])([CH3:4])([CH3:3])[CH3:2].[OH-].[Na+]>CCO>[C:1]([O:5][C@@H:6]([C:12]1[C:43]([CH3:44])=[N:42][C:41]2=[CH:45][C:38]3=[N:39][N:40]2[C:13]=1[N:14]1[CH2:15][CH2:16][C:17]([CH3:49])([O:18][CH2:19][CH2:20][CH2:21][CH2:22][C@H:23]([CH3:46])[O:24][C:25]2[C:26]4[CH:27]=[CH:28][CH:29]=[CH:30][C:31]=4[CH:32]=[CH:33][C:34]=2[CH2:35][O:36][CH2:37]3)[CH2:47][CH2:48]1)[C:7]([OH:9])=[O:8])([CH3:4])([CH3:2])[CH3:3] |f:1.2|. Procedure: A mixture of ethyl (2S)-2-(tert-butoxy)-2-[(24S)-4,24,30-trimethyl-11,23,29-trioxa-1,5,7,8-tetraazahexacyclo[28.2.2.16,9.02,7.013,22.016,21]pentatriaconta-2,4,6(35),8,13(22),14,16(21),17,19-nonaen-3-yl]acetate (47 mg, 0.070 mmol) and NaOH (0.070 mL, 0.070 mmol) in EtOH (2 mL) was refluxed for 2 h. It was then cooled to rt and purified by preparative HPLC to obtain (2S)-2-(tert-butoxy)-2-[(24S)-4,24,30-trimethyl-11,23,29-trioxa-1,5,7,8-tetraazahexacyclo[28.2.2.16,9.02,7.013,22.016,21]pentatriacon...